This data is from the Open Reaction Database (ORD), a public repository of structured organic reaction records. The task is: describe an organic reaction: reactants, conditions, products, and yield Run in O (water), CN(C=O)C (N,N-dimethylformamide). Reactants: CC1=C2N(C3=CC=CC=C13)C(NCC2)=O (3,4-dihydro-5-methylpyrimido[1,6-a]-indol-1(2H)-one), [H-].[Na+] (sodium hydride), ClCC=1N=CN(C1C)C(C1=CC=CC=C1)(C1=CC=CC=C1)C1=CC=CC=C1 (4-Chloromethyl-5-methyl-1-trityl-1H-imidazole). Reported procedure: To a solution of 3,4-dihydro-5-methylpyrimido[1,6-a]-indol-1(2H)-one (0.67 g) in N,N-dimethylformamide (8 ml) at 5° C. was added sodium hydride (60% in mineral oil, 0.16 g). The mixture was stirred at 5° C. for 40 minutes and then at room temperature for 15 minutes and again cooled to 5° C. 4-Chloromethyl-5-methyl-1-trityl-1H-imidazole (1.50 g) was added to the solution in small portions over two minutes. After being stirred at 5° C. for 2 hours, the reaction mixture was diluted with chilled wat... The yield is 64.6%. Yields the product CC1=C2N(C3=CC=CC=C13)C(N(CC2)CC=2N=CN(C2C)C(C2=CC=CC=C2)(C2=CC=CC=C2)C2=CC=CC=C2)=O (3,4-dihydro-5-methyl-2-[(5-methyl-1-trityl-1H-imidazol-4-yl)methyl]pyrimido[1,6-a]indol-1 (2H)-one). Run at temperature 5 celsius, time 40 minute. Reaction SMILES: [CH3:1][C:2]1[C:10]2[C:5](=[CH:6][CH:7]=[CH:8][CH:9]=2)[N:4]2[C:11](=[O:15])[NH:12][CH2:13][CH2:14][C:3]=12.[H-].[Na+].Cl[CH2:19][C:20]1[N:21]=[CH:22][N:23]([C:26]([C:39]2[CH:44]=[CH:43][CH:42]=[CH:41][CH:40]=2)([C:33]2[CH:38]=[CH:37][CH:36]=[CH:35][CH:34]=2)[C:27]2[CH:32]=[CH:31][CH:30]=[CH:29][CH:28]=2)[C:24]=1[CH3:25]>CN(C)C=O.O>[CH3:1][C:2]1[C:10]2[C:5](=[CH:6][CH:7]=[CH:8][CH:9]=2)[N:4]2[C:11](=[O:15])[N:12]([CH2:19][C:20]3[N:21]=[CH:22][N:23]([C:26]([C:27]4[CH:32]=[CH:31][CH:30]=[CH:29][CH:28]=4)([C:33]4[CH:34]=[CH:35][CH:36]=[CH:37][CH:38]=4)[C:39]4[CH:44]=[CH:43][CH:42]=[CH:41][CH:40]=4)[C:24]=3[CH3:25])[CH2:13][CH2:14][C:3]=12 |f:1.2|.